This data is from the Open Reaction Database (ORD), a public repository of structured organic reaction records. The task is: describe an organic reaction: reactants, conditions, products, and yield Reactants: O=C(Cl)c1cc(Br)c(OCc2ccccc2)cc1OCc1ccccc1, ClCCl, Cc1ccccc1N, c1ccncc1. Yields the product Cc1ccccc1NC(=O)c1cc(Br)c(OCc2ccccc2)cc1OCc1ccccc1. RXN SMILES: [Br:1][c:2]1[c:3]([O:19][CH2:20][c:21]2[cH:22][cH:23][cH:24][cH:25][cH:26]2)[cH:4][c:5]([O:11][CH2:12][c:13]2[cH:14][cH:15][cH:16][cH:17][cH:18]2)[c:6]([C:7](=[O:8])[Cl:9])[cH:10]1.[Cl:41][CH2:42][Cl:43].[NH2:27][c:28]1[c:29]([CH3:34])[cH:30][cH:31][cH:32][cH:33]1.[cH:35]1[cH:36][cH:37][n:38][cH:39][cH:40]1>>[Br:1][c:2]1[c:3]([O:19][CH2:20][c:21]2[cH:22][cH:23][cH:24][cH:25][cH:26]2)[cH:4][c:5]([O:11][CH2:12][c:13]2[cH:14][cH:15][cH:16][cH:17][cH:18]2)[c:6]([C:7](=[O:8])[NH:27][c:28]2[c:29]([CH3:34])[cH:30][cH:31][cH:32][cH:33]2)[cH:10]1. Reactants: O (water), Cl.CC1=C(C=NN1C1=NC=CC=N1)C(CCN1CCN(CC1)C1=C(C=CC=C1)Cl)=O (1-[5-methyl-1-(2-pyrimidinyl)-4-pyrazolyl]-3-[4-(2-chlorophenyl)-1-piperazinyl]-1-propanone hydrochloride), B.[Na] (sodium boron hydride), B.[Na] (sodium boron hydride). Solvent: CO (methanol). Conditions: time 2 hour. Product: Cl.CC1=C(C=NN1C1=NC=CC=N1)\C=C\CN1CCN(CC1)C1=C(C=CC=C1)Cl (1-[5-Methyl-1-(2-pyrimidinyl)-4-pyrazolyl]-3-[4-(2-chlorophenyl)-1-piperazinyl]-1-trans-propene hydrochloride). Isolated yield 70.6%. Reaction SMILES: Cl.[CH3:2][C:3]1[N:7]([C:8]2[N:13]=[CH:12][CH:11]=[CH:10][N:9]=2)[N:6]=[CH:5][C:4]=1[C:14](=O)[CH2:15][CH2:16][N:17]1[CH2:22][CH2:21][N:20]([C:23]2[CH:28]=[CH:27][CH:26]=[CH:25][C:24]=2[Cl:29])[CH2:19][CH2:18]1.B.[Na].O>CO>[ClH:29].[CH3:2][C:3]1[N:7]([C:8]2[N:9]=[CH:10][CH:11]=[CH:12][N:13]=2)[N:6]=[CH:5][C:4]=1/[CH:14]=[CH:15]/[CH2:16][N:17]1[CH2:18][CH2:19][N:20]([C:23]2[CH:28]=[CH:27][CH:26]=[CH:25][C:24]=2[Cl:29])[CH2:21][CH2:22]1 |f:0.1,2.3,6.7,^1:31|. Reported procedure: 3.7 g of 1-[5-methyl-1-(2-pyrimidinyl)-4-pyrazolyl]-3-[4-(2-chlorophenyl)-1-piperazinyl]-1-propanone hydrochloride was dissolved in 300 ml of methanol. After adding 1.25 g of sodium boron hydride, the obtained mixture was stirred at room temperature for 2 hours. To the reaction mixture was further added 0.6 g of sodium boron hydride followed by stirring for 2 hours. Under ice cooling, water was added to the reaction mixture and the methanol was removed by evaporation. The residue was extracted w... Starting materials: Cl.NO (hydroxylamine hydrochloride), aqueous solution, [OH-].[Na+] (NaOH), COC1=CC=C(C(=O)C2=CC=C(C=C2)OC)C=C1 (4,4'-dimethoxybenzophenone). The solvent is C(C)O (ethanol). The product is COC1=CC=C(C(C2=CC=C(C=C2)OC)=NO)C=C1 (4,4'-dimethoxybenzophenone oxime). Isolated yield 93.3%. As a reaction SMILES: [CH3:1][O:2][C:3]1[CH:18]=[CH:17][C:6]([C:7]([C:9]2[CH:14]=[CH:13][C:12]([O:15][CH3:16])=[CH:11][CH:10]=2)=O)=[CH:5][CH:4]=1.Cl.[NH2:20][OH:21].[OH-].[Na+]>C(O)C>[CH3:1][O:2][C:3]1[CH:18]=[CH:17][C:6]([C:7](=[N:20][OH:21])[C:9]2[CH:14]=[CH:13][C:12]([O:15][CH3:16])=[CH:11][CH:10]=2)=[CH:5][CH:4]=1 |f:1.2,3.4|. Reported procedure: 242 g (1 mole) of 4,4'-dimethoxybenzophenone was suspended in 2,000 ml of ethanol and 210 g (3 mole) of hydroxylamine hydrochloride and 300 ml (3 mole) of a 10N aqueous solution of NaOH were added thereto. Then the obtained mixture was heated under reflux. After two or three hours, the ethanol was distilled off in vacuo and then a saline solution was added thereto followed by extracting with chloroform. The chloroform phase was washed with water and dried over magnesium sulfate. After distilling... The reactants are BrCC1=C(C(N=C(N1)C=1C=NC=CC1)C1=C(C=C(C=C1)F)Cl)C(=O)OCC (Ethyl 6-(bromomethyl)-4-(2-chloro-4-fluorophenyl)-2-(pyridin-3-yl)-1,4-dihydropyrimidine-5-carboxylate), N1C(COCC1)C(=O)O (morpholine-3-carboxylic acid). Yields the product ClC1=C(C=CC(=C1)F)C1C(=C(NC(=N1)C=1C=NC=CC1)CN1C(COCC1)C(=O)O)C(=O)OCC (4-((6-(2-chloro-4-fluorophenyl)-5-(ethoxycarbonyl)-2-(pyridin-3-yl)-3,6-dihydropyrimidin-4-yl)methyl)morpholine-3-carboxylic acid). The yield is 35.2%. Reaction SMILES: Br[CH2:2][C:3]1[NH:8][C:7]([C:9]2[CH:10]=[N:11][CH:12]=[CH:13][CH:14]=2)=[N:6][CH:5]([C:15]2[CH:20]=[CH:19][C:18]([F:21])=[CH:17][C:16]=2[Cl:22])[C:4]=1[C:23]([O:25][CH2:26][CH3:27])=[O:24].[NH:28]1[CH2:33][CH2:32][O:31][CH2:30][CH:29]1[C:34]([OH:36])=[O:35]>>[Cl:22][C:16]1[CH:17]=[C:18]([F:21])[CH:19]=[CH:20][C:15]=1[CH:5]1[N:6]=[C:7]([C:9]2[CH:10]=[N:11][CH:12]=[CH:13][CH:14]=2)[NH:8][C:3]([CH2:2][N:28]2[CH2:33][CH2:32][O:31][CH2:30][CH:29]2[C:34]([OH:36])=[O:35])=[C:4]1[C:23]([O:25][CH2:26][CH3:27])=[O:24]. Procedure details: Ethyl 6-(bromomethyl)-4-(2-chloro-4-fluorophenyl)-2-(pyridin-3-yl)-1,4-dihydropyrimidine-5-carboxylate (1 g, 2.2 mmol) was reacted with morpholine-3-carboxylic acid (0.29 g, 2.2 mmol) according to the procedure as described in Example 1, Step C to give the title compound as a yellow solid (0.39 g, 35%). The compound was characterized by the following spectroscopic data: Reactants: COC1=CC=C(C=C2C(NC(N2)=O)=O)C=C1 (5-p-Methoxybenzylidene hydantoin), [OH-].[Na+] (sodium hydroxide), [H][H] (hydrogen). Reagents/catalysts: [Pd] (palladium-on-carbon). Run in O (water). The product is COC1=CC=C(CC2C(NC(N2)=O)=O)C=C1 (5-p-Methoxybenzyl-hydantoin). As a reaction SMILES: [CH3:1][O:2][C:3]1[CH:16]=[CH:15][C:6]([CH:7]=[C:8]2[NH:12][C:11](=[O:13])[NH:10][C:9]2=[O:14])=[CH:5][CH:4]=1.[OH-].[Na+].[H][H]>[Pd].O>[CH3:1][O:2][C:3]1[CH:4]=[CH:5][C:6]([CH2:7][CH:8]2[NH:12][C:11](=[O:13])[NH:10][C:9]2=[O:14])=[CH:15][CH:16]=1 |f:1.2|. Procedure: 5-p-Methoxybenzylidene hydantoin, 171.5 g., in 680 ml. of water, 63 g. of 50% sodium hydroxide solution and 6 g. of 20% palladium-on-carbon is shaken under a hydrogen atmosphere at a pressure of 51.5 psi. for about one and a half hours until the hydrogen pressure no longer diminishes. The reaction is vented and the mixture filtered to separate the catalyst. The filtrate is cooled and taken to pH 2 with concentrated hydrochloric acid. The solid is separated by filtration, washed with water and dr...